This data is from the Open Reaction Database (ORD), a public repository of structured organic reaction records. The task is: describe an organic reaction: reactants, conditions, products, and yield The reactants are CC(C)(C)OC(=O)N1CCN(S(C)(=O)=O)CC1, ClCCl, O=C(O)C(F)(F)F. Yields the product CS(=O)(=O)N1CCNCC1. RXN SMILES: [C:1]([O:2][C:3]([CH3:4])([CH3:5])[CH3:6])(=[O:7])[N:8]1[CH2:9][CH2:10][N:11]([S:14](=[O:15])(=[O:16])[CH3:17])[CH2:12][CH2:13]1.[Cl:25][CH2:26][Cl:27].[F:18][C:19]([F:20])([F:21])[C:22]([OH:23])=[O:24]>>[NH:8]1[CH2:9][CH2:10][N:11]([S:14](=[O:15])(=[O:16])[CH3:17])[CH2:12][CH2:13]1. Starting materials: CC(C)N=C=O (1-methylethyl isocyanate), NC1=NOC(=C1)C(C)(C)C (3-amino-5-(1,1-dimethylethyl)-isoxazole), CC(C)N=C=O (1-methylethyl isocyanate). Solvent: O1CCCC1 (tetrahydrofuran). Conditions: time 8 hour. The product is CC(C)NC(=O)NC1=NOC(=C1)C(C)(C)C (1-(1-methylethyl)-3-(5-(1,1-dimethylethyl)-isoxazol-3-yl)urea). RXN SMILES: [CH3:1][CH:2]([N:4]=[C:5]=[O:6])[CH3:3].[NH2:7][C:8]1[CH:12]=[C:11]([C:13]([CH3:16])([CH3:15])[CH3:14])[O:10][N:9]=1>O1CCCC1>[CH3:1][CH:2]([NH:4][C:5]([NH:7][C:8]1[CH:12]=[C:11]([C:13]([CH3:16])([CH3:15])[CH3:14])[O:10][N:9]=1)=[O:6])[CH3:3]. Procedure details: 7.5 g of 1-methylethyl isocyanate was added to a stirred mixture of 6.2 g of 1A and 75 ml of tetrahydrofuran at room temperature, then the mixture was stirred at reflux temperature for 24 hours, when an additional 7.5 g of 1-methylethyl isocyanate was added and the mixture was stirred at reflux temperature for 24 hours. The mixture was concentrated to dryness to give a syrup. On standing overnight at room temperature, a solid formed. The solid was recrystallized from ether/hexane to give 1-(1-me...